This data is from the Open Reaction Database (ORD), a public repository of structured organic reaction records. The task is: describe an organic reaction: reactants, conditions, products, and yield The reactants are COc1ccc2nc(O)c(O)nc2c1, Cl, CN(C)C=O, O=S(Cl)Cl. Yields the product COc1ccc2nc(O)c(Cl)nc2c1. RXN SMILES: [CH3:1][O:2][c:3]1[cH:4][c:5]2[n:6][c:7]([OH:14])[c:8]([OH:13])[n:9][c:10]2[cH:11][cH:12]1.[ClH:19].[O:20]=[CH:21][N:22]([CH3:23])[CH3:24].[S:15]([Cl:16])([Cl:17])=[O:18]>>[CH3:1][O:2][c:3]1[cH:4][c:5]2[n:6][c:7]([Cl:17])[c:8]([OH:13])[n:9][c:10]2[cH:11][cH:12]1. Solvent: CC(C)O (2-propanol). The reactants are C(=O)(O)[O-].[Na+] (NaHCO3), Cl.FC1=CC=C(C=C1)NN (1-(4-fluorophenyl)hydrazine hydrochloride), O=C(CCC(=O)OCC)CC (ethyl 4-oxo-hexanoate), OS(=O)(=O)O (H2SO4). Product: FC=1C=C2C(=C(NC2=CC1)CCC(=O)OC(C)C)C (isopropyl 5-fluoro-3-methyl-1H-indole-2-propanoate). Procedure details: A mixture of 1-(4-fluorophenyl)hydrazine hydrochloride (1.03 g), ethyl 4-oxo-hexanoate (1.0 g), 2-propanol (25 ml) and H2SO4 is refluxed under nitrogen for 9 hours. After cooling the mixture is poured into a aqueous solution of NaHCO3, extracted with AcOEt and evaporated to dryness to yield 1.45 g of isopropyl 5-fluoro-3-methyl-1H-indole-2-propanoate. As a reaction SMILES: Cl.[F:2][C:3]1[CH:8]=[CH:7][C:6]([NH:9]N)=[CH:5][CH:4]=1.O=[C:12]([CH2:20][CH3:21])[CH2:13][CH2:14][C:15]([O:17][CH2:18][CH3:19])=[O:16].OS(O)(=O)=O.[C:27]([O-])(O)=O.[Na+]>CC(O)C>[F:2][C:3]1[CH:8]=[C:7]2[C:6](=[CH:5][CH:4]=1)[NH:9][C:12]([CH2:13][CH2:14][C:15]([O:17][CH:18]([CH3:27])[CH3:19])=[O:16])=[C:20]2[CH3:21] |f:0.1,4.5|. Reactants: CC(C)(C)OC(=O)N1CCC(C)(C(=O)Nc2cccc(C(C)(C)C)c2)CC1, CO, Cl. The product is CC1(C(=O)Nc2cccc(C(C)(C)C)c2)CCNCC1, Cl. RXN SMILES: [C:1]([CH3:2])([CH3:3])([CH3:4])[c:5]1[cH:6][c:7]([NH:11][C:12](=[O:13])[C:14]2([CH3:27])[CH2:15][CH2:16][N:17]([C:20]([O:21][C:22]([CH3:23])([CH3:24])[CH3:25])=[O:26])[CH2:18][CH2:19]2)[cH:8][cH:9][cH:10]1.[CH3:29][OH:30].[ClH:28]>>[C:1]([CH3:2])([CH3:3])([CH3:4])[c:5]1[cH:6][c:7]([NH:11][C:12](=[O:13])[C:14]2([CH3:27])[CH2:15][CH2:16][NH:17][CH2:18][CH2:19]2)[cH:8][cH:9][cH:10]1.[ClH:28]. The reactants are CCOC(=O)c1cc2c(CCc3c(Cl)cncc3Cl)ccc(OC)c2o1, Cl, [Na+], C1COCCO1, [OH-]. The product is COc1ccc(CCc2c(Cl)cncc2Cl)c2cc(C(=O)O)oc12. RXN SMILES: [Cl:1][c:2]1[cH:3][n:4][cH:5][c:6]([Cl:26])[c:7]1[CH2:8][CH2:9][c:10]1[cH:11][cH:12][c:13]([O:24][CH3:25])[c:14]2[c:15]1[cH:16][c:17]([C:19](=[O:20])[O:21][CH2:22][CH3:23])[o:18]2.[ClH:27].[Na+:35].[O:28]1[CH2:29][CH2:30][O:31][CH2:32][CH2:33]1.[OH-:34]>>[Cl:1][c:2]1[cH:3][n:4][cH:5][c:6]([Cl:26])[c:7]1[CH2:8][CH2:9][c:10]1[cH:11][cH:12][c:13]([O:24][CH3:25])[c:14]2[c:15]1[cH:16][c:17]([C:19](=[O:20])[OH:21])[o:18]2. Reactants: CCOC(=O)CCNC(=O)Nc1nc(C)c(-c2ccnc(N3CCOCC3)c2)s1, CCOC(=O)CNC(=O)Nc1nc(C)c(-c2ccncc2)s1. Product: CCOC(=O)CCNC(=O)Nc1nc(C)c(-c2ccncc2)s1. Reaction SMILES: [CH2:1]([CH3:2])[O:3][C:4]([CH2:5][CH2:6][NH:7][C:8](=[O:9])[NH:10][c:11]1[s:12][c:13](-[c:17]2[cH:18][c:19]([N:23]3[CH2:24][CH2:25][O:26][CH2:27][CH2:28]3)[n:20][cH:21][cH:22]2)[c:14]([CH3:16])[n:15]1)=[O:29].[CH2:30]([O:31][C:32](=[O:33])[CH2:34][NH:35][C:36]([NH:37][c:38]1[s:39][c:40](-[c:41]2[cH:42][cH:43][n:44][cH:45][cH:46]2)[c:47]([CH3:48])[n:49]1)=[O:50])[CH3:51]>>[CH2:1]([CH3:2])[O:3][C:4]([CH2:5][CH2:6][NH:7][C:8](=[O:9])[NH:10][c:11]1[s:12][c:13](-[c:17]2[cH:18][cH:19][n:20][cH:21][cH:22]2)[c:14]([CH3:16])[n:15]1)=[O:29]. Reactants: C(C)OC(=C)C1=CC=C(C=C1)F (1-(1-Ethoxy-vinyl)-4-Fluorobenzene), ClC(C(=O)Cl)(Cl)Cl (Trichloroacetyl chloride). Product: ClC(C(C=C(C1=CC=C(C=C1)F)OCC)=O)(Cl)Cl (1,1,1-Trichloro-4-ethoxy-4-(4-fluoro-phenyl)-but-3-en-2-one). Run at time 8 hour. Procedure details: A solution of 7.49 g 1-(1-Ethoxy-vinyl)-4-Fluorobenzene in 3.6 mL of Pyridine was added at 0° C. to 8.19 g of Trichloroacetyl chloride. The suspension was diluted with 15 ml of dry methylene chloride and stirred at room temperature overnight. The resulting dark brown suspension was concentrated in vaccuo, filtered over a silica gel column with a 9:1 mixture of Heptane and Ethyl acetate as eluant. One obtains after concentration 28 g of a reddish brown oil which was repurified by chromatography o... The solvent is C(Cl)Cl (methylene chloride), N1=CC=CC=C1 (Pyridine). Reaction SMILES: [CH2:1]([O:3][C:4]([C:6]1[CH:11]=[CH:10][C:9]([F:12])=[CH:8][CH:7]=1)=[CH2:5])[CH3:2].[Cl:13][C:14]([Cl:19])([Cl:18])[C:15](Cl)=[O:16]>N1C=CC=CC=1.C(Cl)Cl>[Cl:13][C:14]([Cl:19])([Cl:18])[C:15](=[O:16])[CH:5]=[C:4]([O:3][CH2:1][CH3:2])[C:6]1[CH:7]=[CH:8][C:9]([F:12])=[CH:10][CH:11]=1. The reactants are [BH4-].[Na+] (Sodium borohydride), CC1(C(CCC(C1)=O)C(=O)OC)C (methyl 2,2-dimethyl-4-oxocyclohexanecarboxylate). Run in CO (methanol), O (water). Run at time 30 minute. The product is OC1CC(C(CC1)C(=O)OC)(C)C (methyl 4-hydroxy-2,2-dimethylcyclohexanecarboxylate). As a reaction SMILES: [BH4-].[Na+].[CH3:3][C:4]1([CH3:15])[CH2:9][C:8](=[O:10])[CH2:7][CH2:6][CH:5]1[C:11]([O:13][CH3:14])=[O:12]>CO.O>[OH:10][CH:8]1[CH2:7][CH2:6][CH:5]([C:11]([O:13][CH3:14])=[O:12])[C:4]([CH3:15])([CH3:3])[CH2:9]1 |f:0.1|. Procedure: Sodium borohydride (6.19 g, 163 mmol) was added in portions at 0° C. to a solution of methyl 2,2-dimethyl-4-oxocyclohexanecarboxylate (10.0 g, 54.3 mmol) in methanol (200 mL). The mixture was stirred at room temperature for 30 minutes. Then the mixture was diluted with water and extracted with ethyl acetate. The organic layer was dried over sodium sulfate, filtered, and concentrated under reduced pressure to give methyl 4-hydroxy-2,2-dimethylcyclohexanecarboxylate. 1H NMR (400 MHz, CDCl3): δ 3.8...